From a dataset of the Open Reaction Database (ORD), a public repository of structured organic reaction records. describe an organic reaction: reactants, conditions, products, and yield Starting materials: CC=1NC(=C(N(C1C(=O)OC)C1=CC(=CC=C1)N=C=S)C(=O)OC)C (1,4-Dihydro-2,6-dimethyl-4-(3-isothiocyanatophenyl)-3,5-pyrazinedicarboxylic acid, dimethyl ester), 4-cyclohexyl-1-piperazine-1-propanamine, C1=CC=CC=C1 (benzene). The product is C1(CCCCC1)N1CCN(CC1)CCCNC(=S)NC=1C=C(C=CC1)N1C(=C(NC(=C1C(=O)OC)C)C)C(=O)OC (4-[3-[[[[3-(4-cyclohexyl-1-piperazinyl)propyl]amino]-carbonothioyl]amino]phenyl]-1,4-dihydro-2,6-dimethyl-3,5-pyrazinedicarboxylic acid, dimethyl ester). Isolated yield 92.0%. As a reaction SMILES: [CH3:1][C:2]1[NH:3][C:4]([CH3:25])=[C:5]([C:21]([O:23][CH3:24])=[O:22])[N:6]([C:12]2[CH:17]=[CH:16][CH:15]=[C:14]([N:18]=[C:19]=[S:20])[CH:13]=2)[C:7]=1[C:8]([O:10][CH3:11])=[O:9].[CH:26]1[CH:31]=[CH:30][CH:29]=[CH:28][CH:27]=1>>[CH:26]1([N:3]2[CH2:2][CH2:7][N:6]([CH2:12][CH2:13][CH2:14][NH:18][C:19]([NH:18][C:14]3[CH:13]=[C:12]([N:6]4[C:7]([C:8]([O:10][CH3:11])=[O:9])=[C:2]([CH3:1])[NH:3][C:4]([CH3:25])=[C:5]4[C:21]([O:23][CH3:24])=[O:22])[CH:17]=[CH:16][CH:15]=3)=[S:20])[CH2:5][CH2:4]2)[CH2:31][CH2:30][CH2:29][CH2:28][CH2:27]1. Procedure: 1,4-Dihydro-2,6-dimethyl-4-(3-isothiocyanatophenyl)-3,5-pyrazinedicarboxylic acid, dimethyl ester (500 mg, 1.4 mmol) was refluxed with 4-cyclohexyl-1-piperazine-1-propanamine (345 mg, 1.5 mmol) in 8 mL of benzene for 2 hours. Chromatographic purification (on silica gel, 100% methylene chloride first, followed by 10% (v/v) methanol in methylene chloride) of the residue after concentration in vacuo gave the title compound as a yellow foam (752 mg, 92%); 1H-NMR (CDCl3) δ 7.63 (br, 1H), 7.11 (t, 1H,... Starting materials: COC(=O)CCCCCCCCCCBr, CN(C)C=O, COc1ccc(NC(=O)c2ccc(Cl)cc2)cc1, [H-], [I-], [Na+], [Na+]. The product is COC(=O)CCCCCCCCCCN(C(=O)c1ccc(Cl)cc1)c1ccc(OC)cc1. RXN SMILES: [CH3:21][O:22][C:23]([CH2:24][CH2:25][CH2:26][CH2:27][CH2:28][CH2:29][CH2:30][CH2:31][CH2:32][CH2:33][Br:34])=[O:35].[CH3:38][N:39]([CH3:40])[CH:41]=[O:42].[Cl:1][c:2]1[cH:3][cH:4][c:5]([C:6](=[O:7])[NH:8][c:9]2[cH:10][cH:11][c:12]([O:15][CH3:16])[cH:13][cH:14]2)[cH:17][cH:18]1.[H-:19].[I-:37].[Na+:20].[Na+:36]>>[Cl:1][c:2]1[cH:3][cH:4][c:5]([C:6](=[O:7])[N:8]([c:9]2[cH:10][cH:11][c:12]([O:15][CH3:16])[cH:13][cH:14]2)[CH2:33][CH2:32][CH2:31][CH2:30][CH2:29][CH2:28][CH2:27][CH2:26][CH2:25][CH2:24][C:23]([O:22][CH3:21])=[O:35])[cH:17][cH:18]1. The reactants are [N+](=O)([O-])C=1C=C(C(C(=O)O)=CC1)C(=O)O (4-nitrophthalic acid), C(C)(C)C1=C(N)C(=CC=C1)C(C)C (2,6-diisopropylaniline). The solvent is C(C)(=O)OCC (ethyl acetate). Yields the product C(C)(C)C1=C(C(=CC=C1)C(C)C)N1C(C=2C(C1=O)=CC=C(C2)[N+](=O)[O-])=O (N-(2,6-diisopropylphenyl)-5-nitrophthalimide). Yield: 50.0%. As a reaction SMILES: [N+:1]([C:4]1[CH:5]=[C:6]([C:13]([OH:15])=O)[C:7](=[CH:11][CH:12]=1)[C:8]([OH:10])=O)([O-:3])=[O:2].[CH:16]([C:19]1[CH:25]=[CH:24][CH:23]=[C:22]([CH:26]([CH3:28])[CH3:27])[C:20]=1[NH2:21])([CH3:18])[CH3:17]>C(OCC)(=O)C>[CH:26]([C:22]1[CH:23]=[CH:24][CH:25]=[C:19]([CH:16]([CH3:18])[CH3:17])[C:20]=1[N:21]1[C:8](=[O:10])[C:7]2=[CH:11][CH:12]=[C:4]([N+:1]([O-:3])=[O:2])[CH:5]=[C:6]2[C:13]1=[O:15])([CH3:28])[CH3:27]. Reported procedure: 0.386 g of anhydride obtained by dehydrating 4-nitrophthalic acid (including 20% of 3-nitrophthalic acid) at a temperature of about 190° C., and 0.354 g of 2,6-diisopropylaniline were mixed, and reacted at a temperature of 180° C. for 4 hours. After the reaction was finished, the reaction mixture was dissolved in ethyl acetate, dried over anhydrous magnesium sulfate and subjected to filtration. The filtrate was concentrated and dried and solidified. Then, it was recrystallized by using a mixture... Reactants: BrC=1C=C(C(=O)OC(C)(C)C)C=C(C1)C(C(F)F)O (tert-butyl 3-bromo-5-(2,2-difluoro-1-hydroxyethyl)benzoate), FC1=C(C=CC(=C1)F)B(O)O ((2,4-difluorophenyl)boronic acid), C1=CC(=CC(=C1)S(=O)(=O)[O-])P(C2=CC(=CC=C2)S(=O)(=O)[O-])C3=CC(=CC=C3)S(=O)(=O)[O-].[Na+].[Na+].[Na+] (3,3′3″-phosphinidynetris(benzenesulfonic acid)trisodium salt), C(C)(C)NC(C)C (diisopropylamine). The reagents and catalysts are C(C)(=O)[O-].[Pd+2].C(C)(=O)[O-] (palladium(II) acetate). Solvent: CN(C=O)C (N,N-dimethylformamide), O (water), [Cl-].[Na+].O (brine). Run at time 1 hour. The product is FC(C(O)C=1C=C(C=C(C1)C1=C(C=C(C=C1)F)F)C(=O)OC(C)(C)C)F (tert-butyl 5-(2,2-difluoro-1-hydroxyethyl)-2′,4′-difluorobiphenyl-3-carboxylate). The yield is 93.6%. As a reaction SMILES: Br[C:2]1[CH:3]=[C:4]([CH:12]=[C:13]([CH:15]([OH:19])[CH:16]([F:18])[F:17])[CH:14]=1)[C:5]([O:7][C:8]([CH3:11])([CH3:10])[CH3:9])=[O:6].[F:20][C:21]1[CH:26]=[C:25]([F:27])[CH:24]=[CH:23][C:22]=1B(O)O.C1C=C(S([O-])(=O)=O)C=C(P(C2C=CC=C(S([O-])(=O)=O)C=2)C2C=CC=C(S([O-])(=O)=O)C=2)C=1.[Na+].[Na+].[Na+].C(NC(C)C)(C)C>CN(C)C=O.O.[Cl-].[Na+].O.C([O-])(=O)C.[Pd+2].C([O-])(=O)C>[F:17][CH:16]([F:18])[CH:15]([C:13]1[CH:12]=[C:4]([C:5]([O:7][C:8]([CH3:11])([CH3:10])[CH3:9])=[O:6])[CH:3]=[C:2]([C:24]2[CH:23]=[CH:22][C:21]([F:20])=[CH:26][C:25]=2[F:27])[CH:14]=1)[OH:19] |f:2.3.4.5,9.10.11,12.13.14|. Procedure: To a solution of tert-butyl 3-bromo-5-(2,2-difluoro-1-hydroxyethyl)benzoate (1.0 g, 2.97 mmol) in N,N-dimethylformamide (11.9 mL) and water (2.97 mL) was added (2,4-difluorophenyl)boronic acid (0.61 g, 3.86 mmol), palladium(II) acetate (67 mg, 0.3 mmol), 3,3′3″-phosphinidynetris(benzenesulfonic acid)trisodium salt (0.51 g, 0.89 mmol) and diisopropylamine (1.27 mL, 8.9 mmol). The mixture was stirred at ambient temperature. After 1 h, brine was added and mixture was extracted with ethyl acetate (3... Procedure details: The procedure is as in Example 1, but using 2.1 g of 2-[3-(3-methylphenyl)ureido]acetic acid, 3.02 g of tert-butyl (RS)-2-anilino-2-(3-fluorophenyl)acetate and 0.72 cm3 of thionyl chloride as starting materials. The product obtained is purified by chromatography on 100 g of silica (0.04-0.063 mm) contained in a column 3 cm in diameter [eluent: methanol/dichloromethane (1/99 by volume)], using an excess pressure of 40 kPa of nitrogen and collecting 10-cm3 fractions. Fractions 10 to 16 are combine... Yields the product FC=1C=C(C=CC1)C(C(=O)OC(C)(C)C)N(C(CNC(=O)NC1=CC(=CC=C1)C)=O)C1=CC=CC=C1 (tert-buty (RS)-2-(3-fluorophenyl)-2-{2-[3-(3-methylphenyl)ureido]-N-phenylacetamido}acetate). RXN SMILES: [CH3:1][C:2]1[CH:3]=[C:4]([NH:8][C:9](=[O:15])[NH:10][CH2:11][C:12]([OH:14])=O)[CH:5]=[CH:6][CH:7]=1.[NH:16]([CH:23]([C:31]1[CH:36]=[CH:35][CH:34]=[C:33]([F:37])[CH:32]=1)[C:24]([O:26][C:27]([CH3:30])([CH3:29])[CH3:28])=[O:25])[C:17]1[CH:22]=[CH:21][CH:20]=[CH:19][CH:18]=1.S(Cl)(Cl)=O>>[F:37][C:33]1[CH:32]=[C:31]([CH:23]([N:16]([C:17]2[CH:22]=[CH:21][CH:20]=[CH:19][CH:18]=2)[C:12](=[O:14])[CH2:11][NH:10][C:9]([NH:8][C:4]2[CH:5]=[CH:6][CH:7]=[C:2]([CH3:1])[CH:3]=2)=[O:15])[C:24]([O:26][C:27]([CH3:28])([CH3:29])[CH3:30])=[O:25])[CH:36]=[CH:35][CH:34]=1. Starting materials: CC=1C=C(C=CC1)NC(NCC(=O)O)=O (2-[3-(3-methylphenyl)ureido]acetic acid), N(C1=CC=CC=C1)C(C(=O)OC(C)(C)C)C1=CC(=CC=C1)F (tert-butyl (RS)-2-anilino-2-(3-fluorophenyl)acetate), S(=O)(Cl)Cl (thionyl chloride). Isolated yield 26.4%. Starting materials: CCN=C=NCCCN(C)C, COC(=O)C(CC(C)C)NC(=O)N1CC(O)C(NC(=O)C(N)CC(C)C)CCC1C, CCOC(C)=O, CCN(C(C)C)C(C)C, CN(C)C=O, Oc1cccc2[nH]nnc12, O=C(O)c1cc2ccccc2o1. Product: COC(=O)C(CC(C)C)NC(=O)N1CC(O)C(NC(=O)C(CC(C)C)NC(=O)c2cc3ccccc3o2)CCC1C. Reaction SMILES: [CH3:1][N:2]([CH3:3])[CH2:4][CH2:5][CH2:6][N:7]=[C:8]=[N:9][CH2:10][CH3:11].[CH3:24][O:25][C:26]([CH:27]([CH2:28][CH:29]([CH3:30])[CH3:31])[NH:32][C:33](=[O:34])[N:35]1[CH:36]([CH3:52])[CH2:37][CH2:38][CH:39]([NH:43][C:44]([CH:45]([CH2:46][CH:47]([CH3:48])[CH3:49])[NH2:50])=[O:51])[CH:40]([OH:42])[CH2:41]1)=[O:53].[CH3:78][CH2:79][O:80][C:81]([CH3:82])=[O:83].[CH:54]([N:55]([CH:56]([CH3:57])[CH3:58])[CH2:59][CH3:60])([CH3:61])[CH3:62].[O:73]=[CH:74][N:75]([CH3:76])[CH3:77].[OH:63][c:64]1[c:65]2[n:66][n:67][nH:68][c:69]2[cH:70][cH:71][cH:72]1.[o:12]1[c:13]([C:21](=[O:22])[OH:23])[cH:14][c:15]2[c:16]1[cH:17][cH:18][cH:19][cH:20]2>>[o:12]1[c:13]([C:21](=[O:23])[NH:50][CH:45]([C:44]([NH:43][CH:39]2[CH2:38][CH2:37][CH:36]([CH3:52])[N:35]([C:33]([NH:32][CH:27]([C:26]([O:25][CH3:24])=[O:53])[CH2:28][CH:29]([CH3:30])[CH3:31])=[O:34])[CH2:41][CH:40]2[OH:42])=[O:51])[CH2:46][CH:47]([CH3:48])[CH3:49])[cH:14][c:15]2[c:16]1[cH:17][cH:18][cH:19][cH:20]2. Starting materials: [OH-].[Na+] (sodium hydroxide), ClCCCN1C(N(C2=C1C=CC=C2)C(C)C)=O (1-(3-chloropropyl)-1,3-dihydro-3-(1-methylethyl)-2H-benzimidazol-2-one), FC1=CC=C(C=C1)C1(CCNCC1)O (4-(4-fluorophenyl)-4-piperidinol), C([O-])([O-])=O.[Na+].[Na+] (sodium carbonate). Solvent: O (water), O (water), CC(CC(C)=O)C (4-methyl-2-pentanone). Product: FC1=CC=C(C=C1)C1(CCN(CC1)CCCN1C(NC2=C1C=CC=C2)=O)O (1-{3-[4-(4-fluorophenyl)-4-hydroxy-1-piperidinyl]propyl}-1,3-dihydro-2H-benzimidazol-2-one). Reaction SMILES: Cl[CH2:2][CH2:3][CH2:4][N:5]1[C:9]2[CH:10]=[CH:11][CH:12]=[CH:13][C:8]=2[N:7](C(C)C)[C:6]1=[O:17].[F:18][C:19]1[CH:24]=[CH:23][C:22]([C:25]2([OH:31])[CH2:30][CH2:29][NH:28][CH2:27][CH2:26]2)=[CH:21][CH:20]=1.C(=O)([O-])[O-].[Na+].[Na+].[OH-].[Na+]>O.CC(C)CC(=O)C>[F:18][C:19]1[CH:24]=[CH:23][C:22]([C:25]2([OH:31])[CH2:26][CH2:27][N:28]([CH2:2][CH2:3][CH2:4][N:5]3[C:9]4[CH:10]=[CH:11][CH:12]=[CH:13][C:8]=4[NH:7][C:6]3=[O:17])[CH2:29][CH2:30]2)=[CH:21][CH:20]=1 |f:2.3.4,5.6|. Reported procedure: A mixture of 5 parts of 1-(3-chloropropyl)-1,3-dihydro-3-(1-methylethyl)-2H-benzimidazol-2-one, 3.9 parts of 4-(4-fluorophenyl)-4-piperidinol, 5.3 parts of sodium carbonate and 80 parts of 4-methyl-2-pentanone is stirred and refluxed for 48 hours with water-separator. The reaction mixture is cooled to room temperature, water is added and the whole is alkalized with 15 parts of a sodium hydroxide solution 60%. The layers are separated and the organic phase is dried, filtered and evaporated. The r... Reactants: C(=O)(OC(C)(C)C)N([C@@H]1[C@H]([C@H]([C@@H](C1)N1C2=NC(=NC(=C2N=C1)Cl)Cl)O)O)C(=O)OC(C)(C)C ((1S,2R,3S,5R)-3-(di-Boc-amino)-5-(2,6-dichloro-purin-9-yl)-cyclopentane-1,2-diol), C(=O)(C(F)(F)F)O (TFA). Run in C(Cl)Cl (DCM). Reaction conditions: time 2 hour. Yields the product FC(C(=O)O)(F)F.N[C@@H]1[C@H]([C@H]([C@@H](C1)N1C2=NC(=NC(=C2N=C1)Cl)Cl)O)O ((1S,2R,3S,5R)-3-Amino-5-(2,6-dichloro-purin-9-yl)-cyclopentane-1,2-diol trifluoroacetate). As a reaction SMILES: C([N:8](C(OC(C)(C)C)=O)[C@H:9]1[CH2:13][C@@H:12]([N:14]2[CH:22]=[N:21][C:20]3[C:15]2=[N:16][C:17]([Cl:24])=[N:18][C:19]=3[Cl:23])[C@H:11]([OH:25])[C@@H:10]1[OH:26])(OC(C)(C)C)=O.[C:34]([OH:40])([C:36]([F:39])([F:38])[F:37])=[O:35]>C(Cl)Cl>[F:37][C:36]([F:39])([F:38])[C:34]([OH:40])=[O:35].[NH2:8][C@H:9]1[CH2:13][C@@H:12]([N:14]2[CH:22]=[N:21][C:20]3[C:15]2=[N:16][C:17]([Cl:24])=[N:18][C:19]=3[Cl:23])[C@H:11]([OH:25])[C@@H:10]1[OH:26] |f:3.4|. Procedure details: A solution of (1S,2R,3S,5R)-3-(di-Boc-amino)-5-(2,6-dichloro-purin-9-yl)-cyclopentane-1,2-diol (0.55 g, 1.09 mmol) in DCM (4 mL) is treated with TFA (2 mL) and stirred at RT. After 2 hours, the solvent is removed in vacuo to yield the title compound which is used in the next step without further purification. MS (ES+) m/e 304 (MH+). Yields the product Fc1cc(F)c(-c2ccccc2)c(F)c1F. Reactants: CCCCCCC, Nc1c(F)cc(F)c(F)c1F, CC(C)(C)ON=O, c1ccccc1. RXN SMILES: [CH3:25][CH2:26][CH2:27][CH2:28][CH2:29][CH2:30][CH3:31].[F:1][c:2]1[c:3]([NH2:4])[c:5]([F:11])[cH:6][c:7]([F:10])[c:8]1[F:9].[N:18]([O:19][C:20]([CH3:21])([CH3:22])[CH3:23])=[O:24].[cH:12]1[cH:13][cH:14][cH:15][cH:16][cH:17]1>>[F:1][c:2]1[c:3](-[c:12]2[cH:13][cH:14][cH:15][cH:16][cH:17]2)[c:5]([F:11])[cH:6][c:7]([F:10])[c:8]1[F:9]. The yield is 30.0%. The reactants are [N+](=O)([O-])C=1C=CC(=C(N)C1)O (5-nitro 2-hydroxy aniline), C1(=CC=CC=C1)N=C=O (phenyl isocyanate). The product is [N+](=O)([O-])C=1C=CC(=C(C1)NC(=O)NC1=CC=CC=C1)O (N-[5-nitro-2-hydroxyphenyl]-N′-phenyl urea). Procedure details: The N-[5-nitro-2-hydroxyphenyl]-N′-phenyl urea was prepared from the 5-nitro 2-hydroxy aniline and phenyl isocyanate according to the procedure in General Method A. The product was purified by precipitation from toluene and filtering to afford the titled compound (100 mg, 30%). 1H NMR (CD3OD): d 9.48 (s, 1H, NH), 9.07 (d, J=1.56 Hz, NH), 8.55 (s, 1H), 7.80 (dd, 1H, J=6.25 Hz and J=1.56 Hz), 7.50 (d, 2H, J=6.25 Hz), 7.30 (t, 2H, J=6.25 Hz), 7.01 (m, 2H). EI-MS m/z 273 (M+H)+. Reaction SMILES: [N+:1]([C:4]1[CH:5]=[CH:6][C:7]([OH:11])=[C:8]([CH:10]=1)[NH2:9])([O-:3])=[O:2].[C:12]1([N:18]=[C:19]=[O:20])[CH:17]=[CH:16][CH:15]=[CH:14][CH:13]=1>>[N+:1]([C:4]1[CH:5]=[CH:6][C:7]([OH:11])=[C:8]([NH:9][C:19]([NH:18][C:12]2[CH:17]=[CH:16][CH:15]=[CH:14][CH:13]=2)=[O:20])[CH:10]=1)([O-:3])=[O:2].